This data is from the Open Reaction Database (ORD), a public repository of structured organic reaction records. The task is: describe an organic reaction: reactants, conditions, products, and yield The reactants are resultant mixture, C(C)(=O)N1C[C@H]([C@@H](CC1)N1CCC2=CC=CC=C12)C(=O)OCC (trans-1-(1-acetyl-3-ethoxycarbonylpiperidin-4-yl)indoline), resultant mixture, [H-].[Al+3].[Li+].[H-].[H-].[H-] (lithium aluminum hydride), O (water), aqueous solution, [OH-].[Na+] (sodium hydroxide), O (water). The solvent is O1CCCC1 (tetrahydrofuran), C(C)(=O)OCC (ethyl acetate), O1CCCC1 (tetrahydrofuran). Conditions: temperature 0 celsius, time 8 hour. Product: C(C)N1C[C@H]([C@@H](CC1)N1CCC2=CC=CC=C12)CO (trans-1-(1-Ethyl-3-hydroxymethylpiperidin-4-yl)indoline). Isolated yield 48.6%. As a reaction SMILES: [H-].[Al+3].[Li+].[H-].[H-].[H-].[C:7]([N:10]1[CH2:15][CH2:14][C@@H:13]([N:16]2[C:24]3[C:19](=[CH:20][CH:21]=[CH:22][CH:23]=3)[CH2:18][CH2:17]2)[C@H:12]([C:25](OCC)=[O:26])[CH2:11]1)(=O)[CH3:8].O.[OH-].[Na+]>O1CCCC1.C(OCC)(=O)C>[CH2:7]([N:10]1[CH2:15][CH2:14][C@@H:13]([N:16]2[C:24]3[C:19](=[CH:20][CH:21]=[CH:22][CH:23]=3)[CH2:18][CH2:17]2)[C@H:12]([CH2:25][OH:26])[CH2:11]1)[CH3:8] |f:0.1.2.3.4.5,8.9|. Procedure details: In a stream of nitrogen, lithium aluminum hydride (133 mg) was carefully added to dry tetrahydrofuran (5 ml) under ice cooling. To the resultant mixture was gradually added a solution of trans-1-(1-acetyl-3-ethoxycarbonylpiperidin-4-yl)indoline (850 mg) in dry tetrahydrofuran (5 ml) and the resulting mixture was stirred at 0° C. overnight. Under ice cooling and vigorous stirring, water (0.13 ml), a 5 N aqueous solution (0.13 ml) of sodium hydroxide and further water (0.4 ml) were successively ad... Starting materials: CO, Cl, NO, [Na+], O=C([O-])O, O=Cc1cccnc1. Product: ON=Cc1cccnc1. Reaction SMILES: [CH3:17][OH:18].[ClH:9].[NH2:10][OH:11].[Na+:16].[O-:12][C:13]([OH:14])=[O:15].[n:1]1[cH:2][c:3]([CH:7]=[O:8])[cH:4][cH:5][cH:6]1>>[n:1]1[cH:2][c:3]([CH:7]=[N:10][OH:11])[cH:4][cH:5][cH:6]1. Reaction SMILES: [F:1][C:2]([F:33])([F:32])[O:3][C:4]1[CH:9]=[CH:8][C:7]([NH:10][C:11](=[O:31])[C:12]2[CH:17]=[C:16]([NH2:18])[C:15]([NH:19][CH2:20][C:21]([OH:24])([CH3:23])[CH3:22])=[CH:14][C:13]=2[N:25]2[CH2:30][CH2:29][O:28][CH2:27][CH2:26]2)=[CH:6][CH:5]=1.[Cl:34][C:35]1[C:48]([N:49]=[C:50]=S)=[C:47]([Cl:52])[CH:46]=[CH:45][C:36]=1[CH2:37][NH:38][C:39](=[O:44])[C:40]([CH3:43])([CH3:42])[CH3:41].CC(C)N=C=NC(C)C>CC#N>[F:33][C:2]([F:1])([F:32])[O:3][C:4]1[CH:9]=[CH:8][C:7]([NH:10][C:11]([C:12]2[C:13]([N:25]3[CH2:30][CH2:29][O:28][CH2:27][CH2:26]3)=[CH:14][C:15]3[N:19]([CH2:20][C:21]([OH:24])([CH3:23])[CH3:22])[C:50]([NH:49][C:48]4[C:47]([Cl:52])=[CH:46][CH:45]=[C:36]([CH2:37][NH:38][C:39](=[O:44])[C:40]([CH3:41])([CH3:42])[CH3:43])[C:35]=4[Cl:34])=[N:18][C:16]=3[CH:17]=2)=[O:31])=[CH:6][CH:5]=1. Procedure details: The title compound is prepared in analogy to 6c from N-(4-trifluoromethoxyphenyl)-2-(morpholinyl)-4-(2-hydroxy-2-methyl-propylamino)-5-amino-benzoic acid amide (94 mg, 0.20 mmol), and N-(2,4-dichloro-3-isothiocyanato-benzyl)-2,2-dimethyl-propionamide (64 mg, 0.20 mmol), DIC (31 μL, 0.20 mmol) and MeCN (5 mL). The reactants are 6c, FC(OC1=CC=C(C=C1)NC(C1=C(C=C(C(=C1)N)NCC(C)(C)O)N1CCOCC1)=O)(F)F (N-(4-trifluoromethoxyphenyl)-2-(morpholinyl)-4-(2-hydroxy-2-methyl-propylamino)-5-amino-benzoic acid amide), ClC1=C(CNC(C(C)(C)C)=O)C=CC(=C1N=C=S)Cl (N-(2,4-dichloro-3-isothiocyanato-benzyl)-2,2-dimethyl-propionamide), CC(N=C=NC(C)C)C (DIC). The solvent is CC#N (MeCN). The product is FC(OC1=CC=C(C=C1)NC(=O)C1=CC2=C(N(C(=N2)NC2=C(C(=CC=C2Cl)CNC(C(C)(C)C)=O)Cl)CC(C)(C)O)C=C1N1CCOCC1)(F)F (N-(4-Trifluoromethoxy-phenyl)-2-{2,6-dichloro-3-[(2,2-dimethyl-propionylamino)-methyl]-phenylamino}-6-[morpholinyl]-1-(2-hydroxy-2-methyl-propyl)-1H-benzimidazole-5-carboxylic acid amide). Starting materials: Grignard reagent, [Mg] (magnesium), C(C1=CC=CC=C1)Cl (benzyl chloride), CCOCC (ether), [Cl-].C(C1=CC=CC=C1)[N+]1=CC(=C(C=C1)CC)CC (1-benzyl-3,4-diethylpyridinium chloride). Run in C1=CC=CC=C1 (benzene). Conditions: time 8 hour. Product: C(C1=CC=CC=C1)N1C(C(=C(CC1)CC)CC)CC1=CC=CC=C1 (1,2-dibenzyl-3,4-diethyl-1,2,5,6-tetrahydropyridine). Reaction SMILES: [Mg].[CH2:2](Cl)[C:3]1[CH:8]=[CH:7][CH:6]=[CH:5][CH:4]=1.CCOCC.[Cl-].[CH2:16]([N+:23]1[CH:28]=[CH:27][C:26]([CH2:29][CH3:30])=[C:25]([CH2:31][CH3:32])[CH:24]=1)[C:17]1[CH:22]=[CH:21][CH:20]=[CH:19][CH:18]=1>C1C=CC=CC=1>[CH2:16]([N:23]1[CH2:28][CH2:27][C:26]([CH2:29][CH3:30])=[C:25]([CH2:31][CH3:32])[CH:24]1[CH2:2][C:3]1[CH:8]=[CH:7][CH:6]=[CH:5][CH:4]=1)[C:17]1[CH:18]=[CH:19][CH:20]=[CH:21][CH:22]=1 |f:3.4|. Procedure details: The Grignard reagent prepared from magnesium (85.5 g.), benzyl chloride (407 g.) and ether (3020 ml.) was added to the slurry of 1-benzyl-3,4-diethylpyridinium chloride in benzene (2250 ml.). After refluxing the mixture was quenched in ice and ammonium chloride (453 g.). Ammonium hydroxide was added to the mixture. The ether layer was washed with water and concentrated. A solution of sodium borohydride (52 g.) in water (260 ml.) was added to a solution of the residue (712 g.) in ethanol (2 l.). ... The reactants are C(C=C)NN (Allylhydrazine), CC(C(CC#N)=O)(C)C (4,4-dimethyl-3-oxopentanenitrile). Yields the product C(C=C)N1N=C(C=C1N)C(C)(C)C (1-allyl-3-tert-butyl-1H-pyrazol-5-amine). As a reaction SMILES: [CH2:1]([NH:4][NH2:5])[CH:2]=[CH2:3].[CH3:6][C:7]([CH3:14])([CH3:13])[C:8](=O)[CH2:9][C:10]#[N:11]>>[CH2:1]([N:4]1[C:10]([NH2:11])=[CH:9][C:8]([C:7]([CH3:14])([CH3:13])[CH3:6])=[N:5]1)[CH:2]=[CH2:3]. Procedure: Allylhydrazine (70% in water, Wako) and 4,4-dimethyl-3-oxopentanenitrile (Aldrich) were processed as described for Example 30A to obtain the title compound. MS (ESI+) m/z 180 (M+H)+. Starting materials: CC(C=CCCCCCCCOc1cc(Cl)c2ccccc2n1)=CC(=O)NCC(C)C, Clc1cc(Cl)c2ccccc2n1. Product: CC(C)CNC(=O)C=CC=CCCCCCCCOc1cc(Cl)c2ccccc2n1. As a reaction SMILES: [CH3:13][C:14](=[CH:15][C:16](=[O:17])[NH:18][CH2:19][CH:20]([CH3:21])[CH3:22])[CH:23]=[CH:24][CH2:25][CH2:26][CH2:27][CH2:28][CH2:29][CH2:30][CH2:31][O:32][c:33]1[n:34][c:35]2[cH:36][cH:37][cH:38][cH:39][c:40]2[c:41]([Cl:43])[cH:42]1.[Cl:1][c:2]1[cH:3][c:4]([Cl:5])[c:6]2[c:7]([cH:8][cH:9][cH:10][cH:11]2)[n:12]1>>[CH:14](=[CH:15][C:16](=[O:17])[NH:18][CH2:19][CH:20]([CH3:21])[CH3:22])[CH:23]=[CH:24][CH2:25][CH2:26][CH2:27][CH2:28][CH2:29][CH2:30][CH2:31][O:32][c:33]1[n:34][c:35]2[cH:36][cH:37][cH:38][cH:39][c:40]2[c:41]([Cl:43])[cH:42]1. Reactants: CC(C)=O, Clc1nc(Cl)nc(Cl)n1, Nc1cccc([N+](=O)[O-])c1, [Na+], [OH-]. Product: O=[N+]([O-])c1cccc(Nc2nc(Cl)nc(Cl)n2)c1. RXN SMILES: [CH3:22][C:23](=[O:24])[CH3:25].[Cl:1][c:2]1[n:3][c:4]([Cl:5])[n:6][c:7]([Cl:8])[n:9]1.[N+:10](=[O:11])([O-:12])[c:13]1[cH:14][c:15]([NH2:16])[cH:17][cH:18][cH:19]1.[Na+:21].[OH-:20]>>[c:2]1([NH:16][c:15]2[cH:14][c:13]([N+:10](=[O:11])[O-:12])[cH:19][cH:18][cH:17]2)[n:3][c:4]([Cl:5])[n:6][c:7]([Cl:8])[n:9]1. The reactants are BrN1C(N(C(C1(C)C)=O)Br)=O (1,3-dibromo-5,5-dimethylimidazolidine-2,4-dione), N=1N2C(C(=NC1)N)=CC=C2 (pyrrolo[2,1-f][1,2,4]triazin-4-amine), S(=S)(=O)([O-])[O-].[Na+].[Na+] (sodium thiosulfate). Solvent: ClCCl (dichloromethane), ClCCl (dichloromethane). Run at time 4 hour. Product: BrC=1C=CN2N=CN=C(C21)N (5-bromopyrrolo[2,1-f][1,2,4]triazin-4-ylamine). RXN SMILES: [N:1]1[N:2]2[CH:10]=[CH:9][CH:8]=[C:3]2[C:4]([NH2:7])=[N:5][CH:6]=1.[Br:11]N1C(C)(C)C(=O)N(Br)C1=O.S([O-])([O-])(=O)=S.[Na+].[Na+]>ClCCl>[Br:11][C:8]1[CH:9]=[CH:10][N:2]2[C:3]=1[C:4]([NH2:7])=[N:5][CH:6]=[N:1]2 |f:2.3.4|. Procedure details: A suspension of pyrrolo[2,1-f][1,2,4]triazin-4-amine (0.5 g, 0.004 mol) in dichloromethane (100 mL) was stirred and cooled between −10° C. and −14° C. under nitrogen atmosphere. A solution of 1,3-dibromo-5,5-dimethylimidazolidine-2,4-dione (544 mg, 0.002 mol) in dichloromethane (100 mL) added dropwise over a 1 h. After 4 h, 100 mL of 10% aqueous sodium thiosulfate solution was added, and the mixture was stirred vigorously for a few minutes. The phases were separated, the dichloromethane phase wa... The reactants are N(=O)[O-].[Na+] (NaNO2), C(C)(=O)O (acetic acid), NC1=CC=C2C=CC(=CC2=C1)[N+](=O)[O-] (7-amino-2-nitro-naphthalene), CuBr, Br (HBr). Run in S(O)(O)(=O)=O (sulfuric acid). Run at time 1 hour. The product is BrC1=CC2=CC(=CC=C2C=C1)[N+](=O)[O-] (2-Bromo-7-nitro-naphthalene). Isolated yield 51.0%. As a reaction SMILES: N([O-])=O.[Na+].C(O)(=O)C.N[C:10]1[CH:19]=[C:18]2[C:13]([CH:14]=[CH:15][C:16]([N+:20]([O-:22])=[O:21])=[CH:17]2)=[CH:12][CH:11]=1.[BrH:23]>S(=O)(=O)(O)O>[Br:23][C:10]1[CH:11]=[CH:12][C:13]2[C:18](=[CH:17][C:16]([N+:20]([O-:22])=[O:21])=[CH:15][CH:14]=2)[CH:19]=1 |f:0.1|. Reported procedure: To a solution of NaNO2 (1.1 g, 24 mmol) in sulfuric acid (8.4 ml) was added at 0° C. acetic acid (8.9 ml) and 7-amino-2-nitro-naphthalene (2.1 g, 1mmol). This solution was added to a suspension of CuBr (2.5 g, 39 mmol) in conc. HBr (16 ml) at 0° C. and the mixture was stirred for 1 hour. The mixture was poured on ice and the aqueous phase was extracted with methylene chloride. The crude product was purified by chromatography to give 1.9 g (7.4 mmol, 51%) of the title compound, MS: m/e=251.2 (M+)... Reactants: [BH4-], COC(=O)c1cnc2cccc(CN(CCCNS(=O)(=O)C(F)(F)F)C(=O)OC(C)(C)C)n12, C1CCOC1, CO, Cl, [Li+]. The product is CC(C)(C)OC(=O)N(CCCNS(=O)(=O)C(F)(F)F)Cc1cccc2ncc(CO)n12. RXN SMILES: [BH4-:34].[C:1](=[O:2])([O:3][CH3:4])[c:5]1[cH:6][n:7][c:8]2[n:9]1[c:10]([CH2:14][N:15]([CH2:16][CH2:17][CH2:18][NH:19][S:20](=[O:21])(=[O:22])[C:23]([F:24])([F:25])[F:26])[C:27](=[O:28])[O:29][C:30]([CH3:31])([CH3:32])[CH3:33])[cH:11][cH:12][cH:13]2.[CH2:37]1[O:38][CH2:39][CH2:40][CH2:41]1.[CH3:42][OH:43].[ClH:36].[Li+:35]>>[CH2:1]([OH:2])[c:5]1[cH:6][n:7][c:8]2[n:9]1[c:10]([CH2:14][N:15]([CH2:16][CH2:17][CH2:18][NH:19][S:20](=[O:21])(=[O:22])[C:23]([F:24])([F:25])[F:26])[C:27](=[O:28])[O:29][C:30]([CH3:31])([CH3:32])[CH3:33])[cH:11][cH:12][cH:13]2.